From a dataset of the Open Reaction Database (ORD), a public repository of structured organic reaction records. describe an organic reaction: reactants, conditions, products, and yield As a reaction SMILES: [Br:8][CH2:9][C:10](=[O:11])[O:12][C:13]([CH3:14])([CH3:15])[CH3:16].[NH2:1][N:2]1[CH2:3][CH2:4][O:5][CH2:6][CH2:7]1.[Na+:17].[Na+:18].[O-:19][C:20](=[O:21])[O-:22].[O:23]=[CH:24][N:25]([CH3:26])[CH3:27]>>[NH:1]([N:2]1[CH2:3][CH2:4][O:5][CH2:6][CH2:7]1)[CH2:9][C:10](=[O:11])[O:12][C:13]([CH3:14])([CH3:15])[CH3:16]. The reactants are CC(C)(C)OC(=O)CBr, NN1CCOCC1, [Na+], [Na+], O=C([O-])[O-], CN(C)C=O. Yields the product CC(C)(C)OC(=O)CNN1CCOCC1. Starting materials: ClCCl, Cl, O=c1c2ncsc2nc(S)n1-c1ccc(F)cc1, O=P(Cl)(Cl)Cl. The product is O=c1c2ncsc2nc(Cl)n1-c1ccc(F)cc1. RXN SMILES: [Cl:25][CH2:26][Cl:27].[ClH:1].[F:2][c:3]1[cH:4][cH:5][c:6](-[n:9]2[c:10]([SH:19])[n:11][c:12]3[c:13]([c:14]2=[O:15])[n:16][cH:17][s:18]3)[cH:7][cH:8]1.[P:20]([Cl:21])([Cl:22])([Cl:23])=[O:24]>>[F:2][c:3]1[cH:4][cH:5][c:6](-[n:9]2[c:10]([Cl:22])[n:11][c:12]3[c:13]([c:14]2=[O:15])[n:16][cH:17][s:18]3)[cH:7][cH:8]1. The reactants are COc1nc(C)ccc1C#N, CC(C)C[AlH]CC(C)C, Cc1nc(Cl)c(C#N)c2c1CCCC2. Product: Cc1nc(Cl)c(C=O)c2c1CCCC2. RXN SMILES: [C:24]([c:25]1[c:26]([O:33][CH3:27])[n:28][c:29]([CH3:30])[cH:31][cH:32]1)#[N:34].[CH3:15][CH:16]([CH2:17][AlH:18][CH2:19][CH:20]([CH3:21])[CH3:22])[CH3:23].[Cl:1][c:2]1[n:3][c:4]([CH3:14])[c:5]2[c:10]([c:11]1[C:12]#[N:13])[CH2:9][CH2:8][CH2:7][CH2:6]2>>[Cl:1][c:2]1[n:3][c:4]([CH3:14])[c:5]2[c:10]([c:11]1[CH:12]=[O:33])[CH2:9][CH2:8][CH2:7][CH2:6]2. The reactants are O=C([O-])[O-], NC1CCCCC1N, I[Cu]I, NC(=O)c1cc2cc(C(F)(F)F)ccc2n1Cc1cccc(F)c1, [K+], [K+], Nc1cc(Br)ccn1, C1COCCO1, O. Yields the product Nc1cc(NC(=O)c2cc3cc(C(F)(F)F)ccc3n2Cc2cccc(F)c2)ccn1. Reaction SMILES: [C:33](=[O:34])([O-:35])[O-:36].[CH:39]1([NH2:40])[CH2:41][CH2:42][CH2:43][CH2:44][CH:45]1[NH2:46].[Cu:47]([I:48])[I:49].[F:1][C:2]([c:3]1[cH:4][c:5]2[cH:6][c:7]([C:20](=[O:21])[NH2:22])[n:8]([CH2:12][c:13]3[cH:14][c:15]([F:19])[cH:16][cH:17][cH:18]3)[c:9]2[cH:10][cH:11]1)([F:23])[F:24].[K+:37].[K+:38].[NH2:25][c:26]1[n:27][cH:28][cH:29][c:30]([Br:32])[cH:31]1.[O:51]1[CH2:52][CH2:53][O:54][CH2:55][CH2:56]1.[OH2:50]>>[F:1][C:2]([c:3]1[cH:4][c:5]2[cH:6][c:7]([C:20](=[O:21])[NH:22][c:30]3[cH:29][cH:28][n:27][c:26]([NH2:25])[cH:31]3)[n:8]([CH2:12][c:13]3[cH:14][c:15]([F:19])[cH:16][cH:17][cH:18]3)[c:9]2[cH:10][cH:11]1)([F:23])[F:24]. The reactants are FC1=CC=C(C2=C1N(C(=N2)CCC)CC2=CC1=C(NC3=C(CC1)C=CC=C3)C=C2)C (2-(7-Fluoro-4-methyl-2-propylbenzimidazol-1-yl)methyl-10,11-dihydro-5H-dibenzo[b,f]azepine), FC1=CC=C(C=2N=C(NC21)CCC)C (4-fluoro-7-methyl-2-propylbenzimidazole). The product is C(C)C1=NC=2C(=NC(=CC2C)C)N1 (2-ethyl-5,7-dimethyl-3H-imidazo[4,5-b]pyridine). As a reaction SMILES: F[C:2]1[C:7]2[N:8](CC3C=CC4NC5C=CC=CC=5CCC=4C=3)[C:9]([CH2:11][CH2:12]C)=[N:10][C:6]=2[C:5]([CH3:30])=[CH:4][CH:3]=1.FC1C2NC(CCC)=[N:37]C=2C(C)=CC=1>>[CH2:11]([C:9]1[NH:8][C:7]2=[N:37][C:3]([CH3:2])=[CH:4][C:5]([CH3:30])=[C:6]2[N:10]=1)[CH3:12]. Procedure details: [step 1] 2-(7-Fluoro-4-methyl-2-propylbenzimidazol-1-yl)methyl-10,11-dihydro-5H-dibenzo[b,f]azepine (370 mg, 92%) was obtained in the same manner as in step 1 of Example 1, using 4-fluoro-7-methyl-2-propylbenzimidazole (478 mg, 1.10 mmol), obtained in Reference Example 4, instead of 2-ethyl-5,7-dimethyl-3H-imidazo[4,5-b]pyridine. Run at time 2 hour. As a reaction SMILES: [F:1][C:2]1[CH:3]=[C:4]([N:14]2[CH2:18][C@H:17]([CH2:19][OH:20])[O:16][C:15]2=[O:21])[CH:5]=[CH:6][C:7]=1[N:8]1[CH:12]=[C:11]([CH3:13])[N:10]=[CH:9]1.[CH3:22][S:23](Cl)(=[O:25])=[O:24]>N1C=CC=CC=1.C(N(CC)CC)C>[F:1][C:2]1[CH:3]=[C:4]([N:14]2[CH2:18][C@H:17]([CH2:19][O:20][S:23]([CH3:22])(=[O:25])=[O:24])[O:16][C:15]2=[O:21])[CH:5]=[CH:6][C:7]=1[N:8]1[CH:12]=[C:11]([CH3:13])[N:10]=[CH:9]1. Isolated yield 78.2%. Procedure details: 3-(3-Fluoro-4-(4-methylimidazol-1-yl)phenyl)-5(R)-hydroxymethyloxazolidin-2-one (11.8 g, 40.5 mM) was stirred in a mixture of pyridine (200 ml) and triethylamine (4.86 g, 48.2 mM) under nitrogen in an ice-bath. Methanesulfonyl chloride (5.16 g, 45 mM) was added dropwise, and the mixture stirrd for 2 hours, allowing the temperature to rise to ambient. Solvent was evaporated, and the residue stirred vigorously with a mixture of aqueous sodium bicarbonate (5%, 200 ml) and isohexane (200 ml). The pr... The reactants are FC=1C=C(C=CC1N1C=NC(=C1)C)N1C(O[C@H](C1)CO)=O (3-(3-Fluoro-4-(4-methylimidazol-1-yl)phenyl)-5(R)-hydroxymethyloxazolidin-2-one), CS(=O)(=O)Cl (Methanesulfonyl chloride). Product: FC=1C=C(C=CC1N1C=NC(=C1)C)N1C(O[C@H](C1)COS(=O)(=O)C)=O (3-(3-fluoro-4-(4-methylimidazol-1-yl)phenyl)-5(R)-methanesulfonyloxymethyloxazolidin-2-one). Run in N1=CC=CC=C1 (pyridine), C(C)N(CC)CC (triethylamine). Reactants: C1CCOC1, CS(=O)(=O)OCCN(CCOS(C)(=O)=O)C(=O)C(F)(F)F, NC1CC1. Yields the product O=C(N1CCN(C2CC2)CC1)C(F)(F)F. RXN SMILES: [CH2:26]1[O:27][CH2:28][CH2:29][CH2:30]1.[CH3:1][S:2]([O:3][CH2:6][CH2:7][N:8]([CH2:9][CH2:10][O:4][S:5]([CH3:11])(=[O:12])=[O:13])[C:16]([C:17]([F:18])([F:19])[F:20])=[O:21])(=[O:14])=[O:15].[CH:22]1([NH2:25])[CH2:23][CH2:24]1>>[CH2:6]1[CH2:7][N:8]([C:16]([C:17]([F:18])([F:19])[F:20])=[O:21])[CH2:9][CH2:10][N:25]1[CH:22]1[CH2:23][CH2:24]1. Starting materials: BrC=1C(=NC(=NC1S(=O)C)N)C=1OC=CC1 (5-bromo-4-furan-2-yl-6-methanesulfinyl-pyrimidin-2-yl-amine), ( 30 ), ( 24 ), C(C)S (ethanethiol), C1CCC2=NCCCN2CC1 (DBU). Solvent: O1CCOCC1 (dioxane). Product: BrC=1C(=NC(=NC1C=1OC=CC1)N)SCC (5-Bromo-4-ethylsulfanyl-6-furan-2-yl-pyrimidin-2-yl-amine). RXN SMILES: [Br:1][C:2]1[C:3]([C:12]2[O:13][CH:14]=[CH:15][CH:16]=2)=[N:4][C:5]([NH2:11])=[N:6][C:7]=1[S:8]([CH3:10])=O.[CH2:17](S)C.C1CCN2C(=NCCC2)CC1>O1CCOCC1>[Br:1][C:2]1[C:7]([S:8][CH2:10][CH3:17])=[N:6][C:5]([NH2:11])=[N:4][C:3]=1[C:12]1[O:13][CH:14]=[CH:15][CH:16]=1. Procedure details: From 5-bromo-4-furan-2-yl-6-methanesulfinyl-pyrimidin-2-yl-amine, ethanethiol and DBU in dioxane. EI-MS m/e (%): 301 (M{81Br}+, 28), 299 (M{79Br}+, 27), 220 ([M—Br]+, 100), 160 (30), 118 (24). Reactants: [Al+3], CCC(=O)Cl, COc1ccc(OC)c2ccccc12, [Cl-], [Cl-], [Cl-], CC(Cl)Cl, O. Yields the product CCC(=O)c1cc(OC)c2ccccc2c1OC. RXN SMILES: [Al+3:21].[C:15]([CH2:16][CH3:17])(=[O:18])[Cl:19].[CH3:1][O:2][c:3]1[cH:4][cH:5][c:6]([O:13][CH3:14])[c:7]2[cH:8][cH:9][cH:10][cH:11][c:12]12.[Cl-:20].[Cl-:22].[Cl-:23].[Cl:25][CH:26]([Cl:27])[CH3:28].[OH2:24]>>[CH3:1][O:2][c:3]1[cH:4][c:5]([C:15]([CH2:16][CH3:17])=[O:18])[c:6]([O:13][CH3:14])[c:7]2[cH:8][cH:9][cH:10][cH:11][c:12]12. Starting materials: NC1=C(C=C(C(=C1)C#N)C#N)N (1,2-Diamino-4,5-dicyanobenzene), C(CCCC)O (pentanol), C(CCCCC)C(C=O)CCCCCC (2-hexyl-1-octanal), FeCl3.6H2O, O=O (oxygen). The solvent is CN1CCCC1=O (NMP). Reaction conditions: temperature 120 celsius, time 2 hour. The product is C(#N)C1=CC2=C(N=C(N2)C(CCCCCC)CCCC)C=C1C#N (5,6-Dicyano-2-(undec-7-yl)benzimidazole). The yield is 87.8%. As a reaction SMILES: [NH2:1][C:2]1[CH:7]=[C:6]([C:8]#[N:9])[C:5]([C:10]#[N:11])=[CH:4][C:3]=1[NH2:12].C(O)CCCC.[CH2:19]([CH:25]([CH2:28][CH2:29][CH2:30][CH2:31][CH2:32][CH3:33])[CH:26]=O)[CH2:20][CH2:21][CH2:22]CC.O=O>CN1C(=O)CCC1>[C:10]([C:5]1[C:6]([C:8]#[N:9])=[CH:7][C:2]2[N:1]=[C:26]([CH:25]([CH2:19][CH2:20][CH2:21][CH3:22])[CH2:28][CH2:29][CH2:30][CH2:31][CH2:32][CH3:33])[NH:12][C:3]=2[CH:4]=1)#[N:11]. Procedure details: A 100 mL round-bottom flask was charged with 3 (1.32 g, 8.37 mmol), pentanol (42 mL), 2-hexyl-1-octanal (1.77 g, 8.37 mmol), and a magnetic stirring bar. The flask was fitted with a Hickman still and placed in an oil bath heated to 120° C. NMP (4.0 mL) was added to fully dissolve the solid material. The mixture was heated and stirred for 2 h. Then FeCl3.6H2O (113 mg, 0.42 mmol) was added to the reaction vessel and oxygen was bubbled through the mixture as it was heated and stirred for an additio...